Dataset: the Open Reaction Database (ORD), a public repository of structured organic reaction records. Task: describe an organic reaction: reactants, conditions, products, and yield Starting materials: Cl (HCl), O1CCOCC1 (dioxane), C(C)(C)(C)OC(=O)N1CCC(CC1)N1C2=CC=CC=C2OC=2C=C(C=CC12)C(NO)=N (4-[3-(N-hydroxycarbamimidoyl)-phenoxazin-10-yl]-piperidine-1-carboxylic acid tert-butyl ester), C(C)(C)(C)OC(=O)N1CCC(CC1)N1C2=CC=CC=C2OC=2C=C(C=CC12)C(NO)=N (4-[3-(N-Hydroxycarbamimidoyl)-phenoxazin-10-yl]-piperidine-1-carboxylic acid tert-butyl ester), C(=O)(N1C=NC=C1)N1C=NC=C1 (1,1′-carbonyldiimidazole), O1CCOCC1 (dioxane). Reaction conditions: temperature 110 celsius, time 4 hour. Yields the product N1CCC(CC1)N1C2=CC=CC=C2OC=2C=C(C=CC12)C1=NOC(N1)=O (3-(10-piperidin-4-yl-10H-phenoxazin-3-yl)-4H-[1,2,4]oxadiazol-5-one). Yield: 14.4%. As a reaction SMILES: C(OC([N:8]1[CH2:13][CH2:12][CH:11]([N:14]2[C:27]3[CH:26]=[CH:25][C:24]([C:28](=[NH:31])[NH:29]O)=[CH:23][C:22]=3[O:21][C:20]3[C:15]2=[CH:16][CH:17]=[CH:18][CH:19]=3)[CH2:10][CH2:9]1)=O)(C)(C)C.[C:32](N1C=CN=C1)(N1C=CN=C1)=[O:33].Cl.[O:45]1CCOCC1>>[NH:8]1[CH2:13][CH2:12][CH:11]([N:14]2[C:27]3[CH:26]=[CH:25][C:24]([C:28]4[NH:29][C:32](=[O:33])[O:45][N:31]=4)=[CH:23][C:22]=3[O:21][C:20]3[C:15]2=[CH:16][CH:17]=[CH:18][CH:19]=3)[CH2:10][CH2:9]1. Reported procedure: To a solution of 4-[3-(N-hydroxycarbamimidoyl)-phenoxazin-10-yl]-piperidine-1-carboxylic acid tert-butyl ester, 1b (0.13 g; 0.31 mmol) in dioxane (5 mL) was added 1,1′-carbonyldiimidazole (75 mg; 0.46 mmol), and the mixture was stirred at 110° C. for 4 hr. The mixture was allowed to cool to rt, and treated with 4N HCl in dioxane (5 mL). The mixture was stirred at rt for 16 hr and evaporated. The residue was suspended in methanol, and the solid was removed via filtration. The filtrate was purifie... The reactants are [N+](=O)([O-])C=1C=C(C=O)C=CC1 (3-nitrobenzaldehyde), triethyl phosphonoacetate, [H-].[Na+].[N+](=O)([O-])C=1C=C(C=CC1)/C=C/C(=O)OCC ((E)-Ethyl 3-(3-Nitrophenyl)acrylate Sodium hydride), O (water). The solvent is CN(C=O)C (N,N-dimethylformamide). Reaction conditions: temperature 0 celsius, time 1.5 hour. Yields the product [N+](=O)([O-])C=1C=C(C=CC1)/C=C/C(=O)OCC ((E)-ethyl 3-(3-nitrophenyl)acrylate). Reaction SMILES: [H-].[Na+].[N+:3]([C:6]1[CH:7]=[C:8](/[CH:12]=[CH:13]/[C:14]([O:16][CH2:17][CH3:18])=[O:15])[CH:9]=[CH:10][CH:11]=1)([O-:5])=[O:4].[N+](C1C=C(C=CC=1)C=O)([O-])=O.O>CN(C)C=O>[N+:3]([C:6]1[CH:7]=[C:8](/[CH:12]=[CH:13]/[C:14]([O:16][CH2:17][CH3:18])=[O:15])[CH:9]=[CH:10][CH:11]=1)([O-:5])=[O:4] |f:0.1.2|. Reported procedure: Synthesis of (E)-Ethyl 3-(3-Nitrophenyl)acrylate Sodium hydride (60% in oil, 2.22 g, 55.5 mmol) was added to a stirred solution of 3-nitrobenzaldehyde (8.00 g, 52.9 mmol) and triethyl phosphonoacetate (12.4 g, 55.5 mmol) in N,N-dimethylformamide (50 ml) at 0° C. After stirring at 0° C. for 1.5 hours, the reaction mixture was poured into water to give (E)-ethyl 3-(3-nitrophenyl)acrylate as colorless crystals (11.7 g, quant.), which were collected by filtration and washed with water and hexane. Starting materials: ClCC(CC(=O)OCC)C (ethyl 4-chloro-3-methylbutyrate), CC(=O)C (acetone), [I-].[Na+] (sodium iodide). Product: ICC(CC(=O)OCC)C (Ethyl 4-iodo-3-methylbutyrate). As a reaction SMILES: Cl[CH2:2][CH:3]([CH3:10])[CH2:4][C:5]([O:7][CH2:8][CH3:9])=[O:6].CC(C)=O.[I-:15].[Na+]>C(Cl)Cl>[I:15][CH2:2][CH:3]([CH3:10])[CH2:4][C:5]([O:7][CH2:8][CH3:9])=[O:6] |f:2.3|. Reported procedure: Mix ethyl 4-chloro-3-methylbutyrate (80 g), acetone (400 mL) and sodium iodide (100 g). Reflux for 8 hours, cool and add methylene chloride (400 mL). Filter and evaporate the filtrate to a residue. Partition the residue between methylene chloride (200 mL) and water (200 mL). Separate the organic phase, dry (MgSO4) and evaporate to an oil. Purify by distillation to give the title compound. The solvent is C(Cl)Cl (methylene chloride). The reactants are Cl (HCl), C(C1=CC=CC=C1)OC1=C(CN(CC)C2=NC=C(C=C2)C(=O)O)C=C(C=C1)Br (2-(N-(2-benzyloxy-5-bromobenzyl)-N-ethylamino]pyridine-5-carboxylic acid), C(CC)S(=O)(=O)N (propanesulphonamide), CN(C)C1=NC=CC=N1 (dimethylaminopyrimidine), Cl.CN(CCCC(C)N=C=N)C (1-(3-dimethylaminopropyl)ethylcarbodiimide hydrochloride). Run in ClCCl (dichloromethane). Run at time 18 hour. Yields the product C(C1=CC=CC=C1)OC1=C(CN(CC)C2=NC=C(C=C2)C(=O)NS(=O)(=O)CCC)C=C(C=C1)Br (N-(2-[N-(2-benzyloxy-5-bromobenzyl)-N-ethylamino]pyridine-5-carbonyl)propanesulphonamide). Yield: 24.6%. RXN SMILES: [CH2:1]([O:8][C:9]1[CH:27]=[CH:26][C:25]([Br:28])=[CH:24][C:10]=1[CH2:11][N:12]([C:15]1[CH:20]=[CH:19][C:18]([C:21]([OH:23])=O)=[CH:17][N:16]=1)[CH2:13][CH3:14])[C:2]1[CH:7]=[CH:6][CH:5]=[CH:4][CH:3]=1.[CH2:29]([S:32]([NH2:35])(=[O:34])=[O:33])[CH2:30][CH3:31].CN(C1N=CC=CN=1)C.Cl.CN(C)CCCC(N=C=N)C.Cl>ClCCl>[CH2:1]([O:8][C:9]1[CH:27]=[CH:26][C:25]([Br:28])=[CH:24][C:10]=1[CH2:11][N:12]([C:15]1[CH:20]=[CH:19][C:18]([C:21]([NH:35][S:32]([CH2:29][CH2:30][CH3:31])(=[O:34])=[O:33])=[O:23])=[CH:17][N:16]=1)[CH2:13][CH3:14])[C:2]1[CH:3]=[CH:4][CH:5]=[CH:6][CH:7]=1 |f:3.4|. Procedure details: To a solution of 2-(N-(2-benzyloxy-5-bromobenzyl)-N-ethylamino]pyridine-5-carboxylic acid (0.89 g) in dichloromethane (50 ml) was added propanesulphonamide (0.3 g), dimethylaminopyrimidine (0.493 g) and 1-(3-dimethylaminopropyl)ethylcarbodiimide hydrochloride (0.58 g). The mixture was stirred at ambient temperature for 18 hours, and poured into 2N HCl. The organic layer was separated and washed with water and brine, then dried (MgSO4), filtered and evaporated. The resulting oil was purified by c... The reactants are O=C1CCC(=O)N1Br, O=C(OOC(=O)c1ccccc1)c1ccccc1, ClC(Cl)(Cl)Cl, CCOC(=O)c1cccc2c(=O)c(C)c(-c3ccccc3)oc12, O=C1CCC(=O)N1. Product: CCOC(=O)c1cccc2c(=O)c(CBr)c(-c3ccccc3)oc12. RXN SMILES: [Br:24][N:25]1[C:26](=[O:27])[CH2:28][CH2:29][C:30]1=[O:31].[C:32]([O:33][O:34][C:35](=[O:36])[c:37]1[cH:38][cH:39][cH:40][cH:41][cH:42]1)(=[O:43])[c:44]1[cH:45][cH:46][cH:47][cH:48][cH:49]1.[C:57]([Cl:58])([Cl:59])([Cl:60])[Cl:61].[CH3:1][c:2]1[c:3](-[c:18]2[cH:19][cH:20][cH:21][cH:22][cH:23]2)[o:4][c:5]2[c:6]([c:7]1=[O:8])[cH:9][cH:10][cH:11][c:12]2[C:13](=[O:14])[O:15][CH2:16][CH3:17].[O:50]=[C:51]1[NH:52][C:53](=[O:54])[CH2:55][CH2:56]1>>[CH2:1]([c:2]1[c:3](-[c:18]2[cH:19][cH:20][cH:21][cH:22][cH:23]2)[o:4][c:5]2[c:6]([c:7]1=[O:8])[cH:9][cH:10][cH:11][c:12]2[C:13](=[O:14])[O:15][CH2:16][CH3:17])[Br:24]. Starting materials: COC(=O)C=1N(C(C2=CC=C(C=C2C1C1=CC=CC=C1)Br)=O)CC1=CC(=CC(=C1)OC)OC (6-bromo-2-(3,5-dimethoxybenzyl)-1-oxo-4-phenyl-1,2-dihydroisoquinoline-3-carboxylic acid methyl ester), [H][H] (hydrogen). The reagents and catalysts are [C].[Pd] (palladium carbon). The solvent is CO (methanol). Conditions: time 15 hour. Product: COC(=O)C=1N(C(C2=CC=CC=C2C1C1=CC=CC=C1)=O)CC1=CC(=CC(=C1)OC)OC (2-(3,5-dimethoxybenzyl)-1-oxo-4-phenyl-1,2-dihydroisoquinoline-3-carboxylic acid methyl ester). Isolated yield 87.4%. Reaction SMILES: [CH3:1][O:2][C:3]([C:5]1[N:6]([CH2:23][C:24]2[CH:29]=[C:28]([O:30][CH3:31])[CH:27]=[C:26]([O:32][CH3:33])[CH:25]=2)[C:7](=[O:22])[C:8]2[C:13]([C:14]=1[C:15]1[CH:20]=[CH:19][CH:18]=[CH:17][CH:16]=1)=[CH:12][C:11](Br)=[CH:10][CH:9]=2)=[O:4].[H][H]>CO.[C].[Pd]>[CH3:1][O:2][C:3]([C:5]1[N:6]([CH2:23][C:24]2[CH:29]=[C:28]([O:30][CH3:31])[CH:27]=[C:26]([O:32][CH3:33])[CH:25]=2)[C:7](=[O:22])[C:8]2[C:13]([C:14]=1[C:15]1[CH:16]=[CH:17][CH:18]=[CH:19][CH:20]=1)=[CH:12][CH:11]=[CH:10][CH:9]=2)=[O:4] |f:3.4|. Procedure: To a solution of 6-bromo-2-(3,5-dimethoxybenzyl)-1-oxo-4-phenyl-1,2-dihydroisoquinoline-3-carboxylic acid methyl ester (153 mg) in methanol (5 ml) was added palladium carbon (10%, 15 mg), and hydrogen gas was filled. The mixture was stirred at room temperature for 15 hrs. and filtered through celite. The solvent was evaporated under reduced pressure, and the obtained residue was recrystallized from methanol to give the title compound (113 mg, 88%). The reactants are BrC1=C(C=CC=C1)[C@@H](C)OC1=C(SC(=C1)N1C=NC=2C=NC(=CC21)CO[Si](C)(C)C(C)(C)C)C(=O)OC (methyl 3-[(1R)-1-(2-bromophenyl)ethoxy]-5-[6-({[tert-butyl(dimethyl)silyl]oxy}methyl)-1H-imidazo[4,5-c]pyridin-1-yl]thiophene-2-carboxylate), saturated solution, N (ammonia). Solvent: CO (methanol). The product is BrC1=C(C=CC=C1)[C@@H](C)OC1=C(SC(=C1)N1C=NC=2C=NC(=CC21)CO[Si](C)(C)C(C)(C)C)C(=O)N (3-[(1R)-1-(2-bromophenyl)ethoxy]-5-[6-({[tert-butyl(dimethyl)silyl]oxy}methyl)-1H-imidazo[4,5-c]pyridin-1-yl]thiophene-2-carboxamide). RXN SMILES: [Br:1][C:2]1[CH:7]=[CH:6][CH:5]=[CH:4][C:3]=1[C@H:8]([O:10][C:11]1[CH:15]=[C:14]([N:16]2[C:24]3[CH:23]=[C:22]([CH2:25][O:26][Si:27]([C:30]([CH3:33])([CH3:32])[CH3:31])([CH3:29])[CH3:28])[N:21]=[CH:20][C:19]=3[N:18]=[CH:17]2)[S:13][C:12]=1[C:34]([O:36]C)=O)[CH3:9].[NH3:38]>CO>[Br:1][C:2]1[CH:7]=[CH:6][CH:5]=[CH:4][C:3]=1[C@H:8]([O:10][C:11]1[CH:15]=[C:14]([N:16]2[C:24]3[CH:23]=[C:22]([CH2:25][O:26][Si:27]([C:30]([CH3:33])([CH3:32])[CH3:31])([CH3:28])[CH3:29])[N:21]=[CH:20][C:19]=3[N:18]=[CH:17]2)[S:13][C:12]=1[C:34]([NH2:38])=[O:36])[CH3:9]. Procedure: In a similar manner as described for example A5, 2.11 g of methyl 3-[(1R)-1-(2-bromophenyl)ethoxy]-5-[6-({[tert-butyl(dimethyl)silyl]oxy}methyl)-1H-imidazo[4,5-c]pyridin-1-yl]thiophene-2-carboxylate and 168 ml of a saturated solution of ammonia in methanol yield the title compound. Reactants: ClC1=NC(=CC(=N1)OC)OC (2-chloro-4,6-dimethoxypyrimidine), OC1C(=O)OCC1 (α-hydroxy-γ-butyrolactone), CS(=O)[O-].[Na+] (sodium methanesulfinate), C([O-])([O-])=O.[K+].[K+] (potassium carbonate). Solvent: CN(C=O)C (N,N-dimethylformamide). Reaction conditions: time 2 hour. The product is COC1=NC(=NC(=C1)OC)OC1C(OCC1)=O ((+/-)-3-(4,6-dimethoxy-2-pyrimidinyloxy)-2-dihydrofuranone). RXN SMILES: Cl[C:2]1[N:7]=[C:6]([O:8][CH3:9])[CH:5]=[C:4]([O:10][CH3:11])[N:3]=1.[OH:12][CH:13]1[CH2:18][CH2:17][O:16][C:14]1=[O:15].CS([O-])=O.[Na+].C(=O)([O-])[O-].[K+].[K+]>CN(C)C=O>[CH3:11][O:10][C:4]1[CH:5]=[C:6]([O:8][CH3:9])[N:7]=[C:2]([O:12][CH:13]2[CH2:18][CH2:17][O:16][C:14]2=[O:15])[N:3]=1 |f:2.3,4.5.6|. Reported procedure: 1.75 g (10 mmol) of 2-chloro-4,6-dimethoxypyrimidine, 1.02 g (10 mmol) of α-hydroxy-γ-butyrolactone and 0.26 g (2.5 mmol) of sodium methanesulfinate were heated in the presence of 2.07 g (15.0 mmol) of potassium carbonate in 10 ml of N,N-dimethylformamide to 120° C. with stirring. After 2 hours, the solvent was removed in a rotary evaporator at 70° C./20 mbar. The residue was taken up in 30 ml of water and 30 ml of dichloromethane. After the organic phase had been separated off, the aqueous phas... Starting materials: OBO, Nc1ccncc1Br, O=C([O-])[O-], CCO, Cc1ccccc1, CC(C)N(C(=O)c1ccccc1)C(C)C, [K+], [K+], O. Yields the product CC(C)N(C(=O)c1ccccc1-c1cnccc1N)C(C)C. Reaction SMILES: [BH:9]([OH:10])[OH:11].[Br:1][c:2]1[cH:3][n:4][cH:5][cH:6][c:7]1[NH2:8].[C:27](=[O:28])([O-:29])[O-:30].[CH3:33][CH2:34][OH:35].[CH3:36][c:37]1[cH:38][cH:39][cH:40][cH:41][cH:42]1.[CH:12]([CH3:13])([CH3:14])[N:15]([C:16]([c:17]1[cH:18][cH:19][cH:20][cH:21][cH:22]1)=[O:23])[CH:24]([CH3:25])[CH3:26].[K+:31].[K+:32].[OH2:43]>>[c:2]1(-[c:22]2[c:17]([C:16]([N:15]([CH:12]([CH3:13])[CH3:14])[CH:24]([CH3:25])[CH3:26])=[O:23])[cH:18][cH:19][cH:20][cH:21]2)[cH:3][n:4][cH:5][cH:6][c:7]1[NH2:8]. Product: C(C)(C)(C)C1=NC(=CC(=N1)N1CCN(CC1)CCCCN1N=CC(NC1=O)=O)C1CCC1 (2-{4-[4-(2-tert-Butyl-6-cyclobutyl-pyrimidin-4-yl)-piperazin-1-yl]butyl}-2H-[1,2,4]triazine-3,5-dione). Reactants: ClCCCCN1N=CC(NC1=O)=O (2-(4-chloro-butyl)-2H-[1,2,4]triazine-3,5-dione), C(C)(C)(C)C1=NC(=CC(=N1)N1CCNCC1)C1CCC1 (2-tert-butyl-4-piperazin-1-yl-6-cyclobutylpyrimidine). RXN SMILES: Cl[CH2:2][CH2:3][CH2:4][CH2:5][N:6]1[C:11](=[O:12])[NH:10][C:9](=[O:13])[CH:8]=[N:7]1.[C:14]([C:18]1[N:23]=[C:22]([N:24]2[CH2:29][CH2:28][NH:27][CH2:26][CH2:25]2)[CH:21]=[C:20]([CH:30]2[CH2:33][CH2:32][CH2:31]2)[N:19]=1)([CH3:17])([CH3:16])[CH3:15]>>[C:14]([C:18]1[N:23]=[C:22]([N:24]2[CH2:25][CH2:26][N:27]([CH2:2][CH2:3][CH2:4][CH2:5][N:6]3[C:11](=[O:12])[NH:10][C:9](=[O:13])[CH:8]=[N:7]3)[CH2:28][CH2:29]2)[CH:21]=[C:20]([CH:30]2[CH2:33][CH2:32][CH2:31]2)[N:19]=1)([CH3:17])([CH3:15])[CH3:16]. Reported procedure: 2-{4-[4-(2-tert-Butyl-6-cyclobutyl-pyrimidin-4-yl)-piperazin-1-yl]butyl}-2H-[1,2,4]triazine-3,5-dione was prepared from 2-(4-chloro-butyl)-2H-[1,2,4]triazine-3,5-dione and 2-tert-butyl-4-piperazin-1-yl-6-cyclobutylpyrimidine by analogy to the process described in example 1.